The task is: describe an organic reaction: reactants, conditions, products, and yield. This data is from the Open Reaction Database (ORD), a public repository of structured organic reaction records. Starting materials: Cl, Nc1ccccc1OCC(F)(F)F, [K+], O=N[O-], [Na+], [OH-], O, Sc1nc[nH]n1. Product: FC(F)(F)COc1ccccc1Sc1nc[nH]n1. Reaction SMILES: [ClH:1].[F:2][C:3]([CH2:4][O:5][c:6]1[c:7]([NH2:8])[cH:9][cH:10][cH:11][cH:12]1)([F:13])[F:14].[K+:20].[N:15]([O-:16])=[O:17].[Na+:18].[OH-:19].[OH2:27].[SH:21][c:22]1[n:23][nH:24][cH:25][n:26]1>>[F:2][C:3]([CH2:4][O:5][c:6]1[c:7]([S:21][c:22]2[n:23][nH:24][cH:25][n:26]2)[cH:9][cH:10][cH:11][cH:12]1)([F:13])[F:14]. Starting materials: CCc1cnc(CC)c(NC2c3ccccc3CC2O)n1, COc1cccc2c1C(N)CCC2. Yields the product CCc1cnc(CC)c(NC2CCCc3cccc(OC)c32)n1. RXN SMILES: [CH2:1]([CH3:2])[c:3]1[c:4]([NH:11][CH:12]2[c:13]3[c:14]([cH:15][cH:16][cH:17][cH:18]3)[CH2:19][CH:20]2[OH:21])[n:5][c:6]([CH2:9][CH3:10])[cH:7][n:8]1.[CH3:22][O:23][c:24]1[cH:25][cH:26][cH:27][c:28]2[c:33]1[CH:32]([NH2:34])[CH2:31][CH2:30][CH2:29]2>>[CH2:1]([CH3:2])[c:3]1[c:4]([NH:34][CH:32]2[CH2:31][CH2:30][CH2:29][c:28]3[cH:27][cH:26][cH:25][c:24]([O:23][CH3:22])[c:33]32)[n:5][c:6]([CH2:9][CH3:10])[cH:7][n:8]1. Reactants: N(=O)[O-].[Na+] (sodium nitrite), ice, NC1=CC=C(C(=O)OCC)C=C1 (ethyl 4-aminobenzoate), F[B-](F)(F)F.[H+] (tetrafluoroboric acid), O1CC=CC1 (2,5-dihydrofuran), CO (Methanol). Reagents/catalysts: C(C)(=O)[O-].[Pd+2].C(C)(=O)[O-] (palladium(II) acetate). Run in O (water). Conditions: time 30 minute. Yields the product C(C)OC(C1=CC=C(C=C1)C1COC(C1)OC)=O (4-(5-Methoxy-tetrahydro-furan-3-yl)-benzoic acid ethyl ester). RXN SMILES: N([O-])=O.[Na+].N[C:6]1[CH:16]=[CH:15][C:9]([C:10]([O:12][CH2:13][CH3:14])=[O:11])=[CH:8][CH:7]=1.F[B-](F)(F)F.[H+].[O:23]1[CH2:27][CH:26]=[CH:25][CH2:24]1.[CH3:28][OH:29]>O.C([O-])(=O)C.[Pd+2].C([O-])(=O)C>[CH2:13]([O:12][C:10](=[O:11])[C:9]1[CH:15]=[CH:16][C:6]([CH:25]2[CH2:26][CH:27]([O:29][CH3:28])[O:23][CH2:24]2)=[CH:7][CH:8]=1)[CH3:14] |f:0.1,3.4,8.9.10|. Procedure details: A solution of sodium nitrite (1.67 g, 24.2 mmol) in water (14 mL) is added dropwise to an ice cold mixture of ethyl 4-aminobenzoate (4.0 g, 24.2 mmol) and tetrafluoroboric acid (7.8 mL, 48%, 59.78 mmol) and stirred for 30 min. Methanol (28.5 mL), 2,5-dihydrofuran (3.66 mL, 48.4 mmol) and palladium(II) acetate (70 mg, 0.31 mmol) are added and the mixture refluxed for 30 min. The mixture is filtered through Celite® pad and the filtrate diluted with dichloromethane (100 mL). The organic layer is se... Starting materials: CC(=O)N1N=C(c2ccc([N+](=O)[O-])c(C)c2)c2cc(Cl)ccc2CC1C, CO, ClCCl, NN, O. Yields the product CC(=O)N1N=C(c2ccc(N)c(C)c2)c2cc(Cl)ccc2CC1C. Reaction SMILES: [C:1]([CH3:2])(=[O:3])[N:4]1[N:5]=[C:6]([c:17]2[cH:18][c:19]([CH3:26])[c:20]([N+:23]([O-:24])=[O:25])[cH:21][cH:22]2)[c:7]2[c:8]([cH:12][cH:13][c:14]([Cl:16])[cH:15]2)[CH2:9][CH:10]1[CH3:11].[CH3:30][OH:31].[Cl:32][CH2:33][Cl:34].[NH2:28][NH2:29].[OH2:27]>>[C:1]([CH3:2])(=[O:3])[N:4]1[N:5]=[C:6]([c:17]2[cH:18][c:19]([CH3:26])[c:20]([NH2:23])[cH:21][cH:22]2)[c:7]2[c:8]([cH:12][cH:13][c:14]([Cl:16])[cH:15]2)[CH2:9][CH:10]1[CH3:11]. The reactants are CC(C)(C)NC(=O)n1nc(NCC(=O)NC2CNC2)c2cc(C(F)(F)F)ccc21, O=C1CCC(O)(c2nccs2)CC1. Product: CC(C)(C)NC(=O)n1nc(NCC(=O)NC2CN(C3CCC(O)(c4nccs4)CC3)C2)c2cc(C(F)(F)F)ccc21. As a reaction SMILES: [C:1]([CH3:2])([CH3:3])([CH3:4])[NH:5][C:6](=[O:7])[n:8]1[n:9][c:10]([NH:21][CH2:22][C:23]([NH:24][CH:25]2[CH2:26][NH:27][CH2:28]2)=[O:29])[c:11]2[cH:12][c:13]([C:17]([F:18])([F:19])[F:20])[cH:14][cH:15][c:16]12.[OH:30][C:31]1([c:38]2[s:39][cH:40][cH:41][n:42]2)[CH2:32][CH2:33][C:34](=[O:37])[CH2:35][CH2:36]1>>[C:1]([CH3:2])([CH3:3])([CH3:4])[NH:5][C:6](=[O:7])[n:8]1[n:9][c:10]([NH:21][CH2:22][C:23]([NH:24][CH:25]2[CH2:26][N:27]([CH:34]3[CH2:33][CH2:32][C:31]([OH:30])([c:38]4[s:39][cH:40][cH:41][n:42]4)[CH2:36][CH2:35]3)[CH2:28]2)=[O:29])[c:11]2[cH:12][c:13]([C:17]([F:18])([F:19])[F:20])[cH:14][cH:15][c:16]12. The reactants are CC[S-], CCO, [Na+], BrCCCOc1ccccc1. The product is CCSCCCOc1ccccc1. As a reaction SMILES: [CH2:1]([CH3:2])[S-:3].[CH3:16][CH2:17][OH:18].[Na+:4].[O:5]([c:6]1[cH:7][cH:8][cH:9][cH:10][cH:11]1)[CH2:12][CH2:13][CH2:14][Br:15]>>[CH2:1]([CH3:2])[S:3][CH2:14][CH2:13][CH2:12][O:5][c:6]1[cH:7][cH:8][cH:9][cH:10][cH:11]1. Reactants: BrCCC=1C2=CC=CC=C2C=C2C=CC=CC12 (9-bromoethylanthracene), C1CCOC1 (THF), CS(=O)C (dimethylsulfoxide). Reaction conditions: time 15 hour. The product is C1=CC=CC2=CC3=CC=CC=C3C(=C12)COCCO (2-(9-anthracenylmethoxy)ethanol). RXN SMILES: BrCC[C:4]1[C:5]2[C:10](C=[C:12]3[C:17]=1[CH:16]=[CH:15][CH:14]=[CH:13]3)=[CH:9][CH:8]=[CH:7][CH:6]=2.[CH2:18]1[CH2:22][O:21][CH2:20][CH2:19]1.CS(C)=[O:25]>>[CH:13]1[C:12]2[C:17](=[CH:4][C:5]3[C:10]([C:19]=2[CH2:20][O:21][CH2:22][CH2:18][OH:25])=[CH:9][CH:8]=[CH:7][CH:6]=3)[CH:16]=[CH:15][CH:14]=1. Procedure details: To a separate flask under an inert atmosphere was added 9-bromoethylanthracene, 10 mL anhydrous THF, and 5 mL anhydrous dimethylsulfoxide. The resulting mixture was added to the solution prepared above. The resulting reaction mixture was then stirred for 15 hrs at room temperature. The mixture was then slowly quenched using saturated NaHCO3. The products were extracted with dichloromethane and dried over sodium sulfate. The solvents were evaporated under reduced pressure and purified using flash... Starting materials: CN1CCCC1=O, Cl, O=[N+]([O-])c1cc(F)ccc1F, O=C(O)C1CCNCC1, O. Product: O=C(O)C1CCN(c2ccc(F)cc2[N+](=O)[O-])CC1. RXN SMILES: [CH3:21][N:22]1[CH2:23][CH2:24][CH2:25][C:26]1=[O:27].[ClH:28].[F:1][c:2]1[c:3]([N+:9](=[O:10])[O-:11])[cH:4][c:5]([F:8])[cH:6][cH:7]1.[NH:12]1[CH2:13][CH2:14][CH:15]([C:18](=[O:19])[OH:20])[CH2:16][CH2:17]1.[OH2:29]>>[c:2]1([N:12]2[CH2:13][CH2:14][CH:15]([C:18](=[O:19])[OH:20])[CH2:16][CH2:17]2)[c:3]([N+:9](=[O:10])[O-:11])[cH:4][c:5]([F:8])[cH:6][cH:7]1.